This data is from the Open Reaction Database (ORD), a public repository of structured organic reaction records. The task is: describe an organic reaction: reactants, conditions, products, and yield Starting materials: C1CCOC1, C[Si](C)(C)Cl, CCCCCC, [Li]CCCC, CC(C)NC(C)C, [Cl-], Cc1ccc(F)c(F)c1, [NH4+], O. Yields the product Cc1cc(F)c(F)c([Si](C)(C)C)c1. Reaction SMILES: [CH2:29]1[O:30][CH2:31][CH2:32][CH2:33]1.[CH3:22][Si:23]([CH3:24])([CH3:25])[Cl:26].[CH3:34][CH2:35][CH2:36][CH2:37][CH2:38][CH3:39].[CH3:8][CH2:9][CH2:10][CH2:11][Li:12].[CH:1]([NH:2][CH:3]([CH3:4])[CH3:5])([CH3:6])[CH3:7].[Cl-:27].[F:13][c:14]1[c:15]([F:21])[cH:16][c:17]([CH3:20])[cH:18][cH:19]1.[NH4+:28].[OH2:40]>>[F:13][c:14]1[c:15]([F:21])[cH:16][c:17]([CH3:20])[cH:18][c:19]1[Si:23]([CH3:22])([CH3:24])[CH3:25]. Starting materials: C(C1=CC=CC=C1)N(C=1C=C2C=CNC2=CC1)CC1=CC=CC=C1 (5-dibenzylaminoindole), C(C)[Mg]Br (ethyl magnesium bromide), C(C)(=O)OCC (ethyl acetate), C(O)([O-])=O.[Na+] (sodium hydrogen carbonate), (R)-N-carbobenzyloxyproline acid chloride. Solvent: CCOCC (ether), CCOCC (ether), CCOCC (ether). Conditions: time 30 minute. The product is C(C1=CC=CC=C1)OC(=O)N1[C@H](CCC1)C(=O)C1=CNC2=CC=C(C=C12)N(CC1=CC=CC=C1)CC1=CC=CC=C1 ((R)-3-(N-Benzyloxycarbonylpyrrolidin-2-ylcarbonyl)-5-dibenzylamino-1H-indole). Reaction SMILES: [CH2:1]([N:8]([CH2:18][C:19]1[CH:24]=[CH:23][CH:22]=[CH:21][CH:20]=1)[C:9]1[CH:10]=[C:11]2[C:15](=[CH:16][CH:17]=1)[NH:14][CH:13]=[CH:12]2)[C:2]1[CH:7]=[CH:6][CH:5]=[CH:4][CH:3]=1.[CH2:25]([Mg]Br)[CH3:26].[C:29]([O:32][CH2:33][CH3:34])(=[O:31])C.[C:35](=[O:38])([O-])O.[Na+]>CCOCC>[CH2:33]([O:32][C:29]([N:8]1[CH2:26][CH2:25][CH2:2][C@@H:1]1[C:35]([C:12]1[C:11]2[C:15](=[CH:16][CH:17]=[C:9]([N:8]([CH2:1][C:2]3[CH:3]=[CH:4][CH:5]=[CH:6][CH:7]=3)[CH2:18][C:19]3[CH:24]=[CH:23][CH:22]=[CH:21][CH:20]=3)[CH:10]=2)[NH:14][CH:13]=1)=[O:38])=[O:31])[C:34]1[CH:7]=[CH:6][CH:5]=[CH:4][CH:3]=1 |f:3.4|. Procedure: To a stirred mixture of (R)-N-carbobenzyloxyproline (3.59 g, 14.41 mmol) and N,N-dimethylformamide (0.1 mL) in methylene chloride (45 mL) was added dropwise oxalyl chloride (1.87 mL, 21.62 mmol, 1.5 eq). The resulting effervescing mixture was stirred at room temperature under nitrogen for 1.5 hours. The reaction solution was then evaporated under reduced pressure, yielding the residue [(R)-N-carbobenzyloxyproline acid chloride] which was dissolved in anhydrous ether (50 mL). This solution was ad... Starting materials: FC(C(=O)O)(F)F.N[C@@H]1[C@H](CC2=CC=CC=C12)NC(=O)C1=CC2=C(N1)C(=C(S2)Cl)Cl (N-[(1S,2S)-1-Amino-2,3-dihydro-1H-inden-2-yl]-2,3-dichloro-4H-thieno[3,2-b]pyrrole-5-carboxamide trifluoroacetic acid salt), C(=O)O (formic acid), CCN(C(C)C)C(C)C (DIPEA), C=1C=CC2=C(C1)N=NN2O (HOBT), CCN=C=NCCCN(C)C (EDCI), C(=O)O (Formic acid), CCN=C=NCCCN(C)C (EDCI). Solvent: C(Cl)Cl (DCM). Reaction conditions: time 5 minute. Yields the product ClC1=C(C=2NC(=CC2S1)C(=O)N[C@@H]1[C@H](C2=CC=CC=C2C1)NC=O)Cl (2,3-Dichloro-N-[(1S,2S)-1-(formylamino)-2,3-dihydro-1H-inden-2-yl]-4H-thieno[3,2-b]pyrrole-5-carboxamide). The yield is 91.4%. RXN SMILES: FC(F)(F)[C:3](O)=[O:4].[NH2:8][C@H:9]1[C:17]2[C:12](=[CH:13][CH:14]=[CH:15][CH:16]=2)[CH2:11][C@@H:10]1[NH:18][C:19]([C:21]1[NH:25][C:24]2[C:26]([Cl:30])=[C:27]([Cl:29])[S:28][C:23]=2[CH:22]=1)=[O:20].C(O)=O.CCN(C(C)C)C(C)C.C1C=CC2N(O)N=NC=2C=1.CCN=C=NCCCN(C)C>C(Cl)Cl>[Cl:29][C:27]1[S:28][C:23]2[CH:22]=[C:21]([C:19]([NH:18][C@H:10]3[CH2:11][C:12]4[C:17](=[CH:16][CH:15]=[CH:14][CH:13]=4)[C@@H:9]3[NH:8][CH:3]=[O:4])=[O:20])[NH:25][C:24]=2[C:26]=1[Cl:30] |f:0.1|. Reported procedure: N-[(1S,2S)-1-Amino-2,3-dihydro-1H-inden-2-yl]-2,3-dichloro-4H-thieno[3,2-b]pyrrole-5-carboxamide trifluoroacetic acid salt (Method 9, 240 mg, 05 mmol), formic acid (50 μL, 1.4 mmol), DIPEA (174 μL, 1.0 mmol) and HOBT (67 mg, 0.5 mmol) were dissolved in DCM (5 ml), stirred for 5 mins, EDCI (120 mg, 0.625 mmol) added and the reaction stirred for 1 hr. Formic acid (50 μL, 1.4 mmol) and EDCI (240 mg, 1.25 mmol) were added, the reaction stirred for 2 hours and the volatiles removed by evaporation und... Reactants: Cl, O=N[O-], Nc1ccc2[nH]c(=O)cc(C(F)(F)F)c2c1, NN, [Na+], O. The product is NNc1ccc2[nH]c(=O)cc(C(F)(F)F)c2c1. Reaction SMILES: [ClH:23].[N:17]([O-:18])=[O:19].[NH2:1][c:2]1[cH:3][c:4]2[c:5]([C:13]([F:14])([F:15])[F:16])[cH:6][c:7](=[O:12])[nH:8][c:9]2[cH:10][cH:11]1.[NH2:21][NH2:22].[Na+:20].[OH2:24]>>[NH:1]([c:2]1[cH:3][c:4]2[c:5]([C:13]([F:14])([F:15])[F:16])[cH:6][c:7](=[O:12])[nH:8][c:9]2[cH:10][cH:11]1)[NH2:17]. Reactants: CCOCC, O=C(O)C(=O)N1CCC(Cc2ccc(F)cc2)CC1, Nc1ccc(O)cc1. The product is O=C(Nc1ccc(O)cc1)C(=O)N1CCC(Cc2ccc(F)cc2)CC1. As a reaction SMILES: [CH2:28]([O:29][CH2:30][CH3:31])[CH3:32].[F:1][c:2]1[cH:3][cH:4][c:5]([CH2:6][CH:7]2[CH2:8][CH2:9][N:10]([C:13]([C:14](=[O:15])[OH:16])=[O:17])[CH2:11][CH2:12]2)[cH:18][cH:19]1.[NH2:20][c:21]1[cH:22][cH:23][c:24]([OH:27])[cH:25][cH:26]1>>[F:1][c:2]1[cH:3][cH:4][c:5]([CH2:6][CH:7]2[CH2:8][CH2:9][N:10]([C:13]([C:14](=[O:16])[NH:20][c:21]3[cH:22][cH:23][c:24]([OH:27])[cH:25][cH:26]3)=[O:17])[CH2:11][CH2:12]2)[cH:18][cH:19]1.